From a dataset of the Open Reaction Database (ORD), a public repository of structured organic reaction records. describe an organic reaction: reactants, conditions, products, and yield Reactants: CCCC[Sn](C=COCC)(CCCC)CCCC, COCCN(CCO)C(=O)Cc1c(I)c(OCOC)cc(OCOC)c1C(=O)c1ccc(OC)cc1, Cc1ccccc1, [F-], [NH4+], Cl[Pd]Cl, c1ccc(P(c2ccccc2)c2ccccc2)cc1, c1ccc(P(c2ccccc2)c2ccccc2)cc1. Product: COCCN(CCO)C(=O)Cc1c(C(C)=O)c(OCOC)cc(OCOC)c1C(=O)c1ccc(OC)cc1. RXN SMILES: [CH2:37]([CH3:38])[O:39][CH:40]=[CH:41][Sn:42]([CH2:43][CH2:44][CH2:45][CH3:46])([CH2:47][CH2:48][CH2:49][CH3:50])[CH2:51][CH2:52][CH2:53][CH3:54].[CH3:1][O:2][CH2:3][O:4][c:5]1[c:6]([I:36])[c:7]([CH2:25][C:26](=[O:27])[N:28]([CH2:29][CH2:30][O:31][CH3:32])[CH2:33][CH2:34][OH:35])[c:8]([C:15]([c:16]2[cH:17][cH:18][c:19]([O:22][CH3:23])[cH:20][cH:21]2)=[O:24])[c:9]([O:11][CH2:12][O:13][CH3:14])[cH:10]1.[CH3:57][c:58]1[cH:59][cH:60][cH:61][cH:62][cH:63]1.[F-:55].[NH4+:56].[Pd:64]([Cl:65])[Cl:66].[c:67]1([P:68]([c:69]2[cH:70][cH:71][cH:72][cH:73][cH:74]2)[c:75]2[cH:76][cH:77][cH:78][cH:79][cH:80]2)[cH:81][cH:82][cH:83][cH:84][cH:85]1.[c:86]1([P:87]([c:88]2[cH:89][cH:90][cH:91][cH:92][cH:93]2)[c:94]2[cH:95][cH:96][cH:97][cH:98][cH:99]2)[cH:100][cH:101][cH:102][cH:103][cH:104]1>>[CH3:1][O:2][CH2:3][O:4][c:5]1[c:6]([C:37]([CH3:38])=[O:39])[c:7]([CH2:25][C:26](=[O:27])[N:28]([CH2:29][CH2:30][O:31][CH3:32])[CH2:33][CH2:34][OH:35])[c:8]([C:15]([c:16]2[cH:17][cH:18][c:19]([O:22][CH3:23])[cH:20][cH:21]2)=[O:24])[c:9]([O:11][CH2:12][O:13][CH3:14])[cH:10]1. Reactants: C(#N)C1=C(C=C(C(=O)O)C=C1)C (4Cyano-3methylbenzoic acid), S1C=CC=2NCCCCC21 (5,6,7,8-tetrahydro-4H-thieno[3,2-b]azepine). Product: C(#N)C1=C(C=C(C(=O)N2C3=C(CCCC2)SC=C3)C=C1)C (4-(4-Cyano-3-methylbenzoyl)-5,6,7,8-tetrahydro-4H-thieno[3,2-b]azepine). RXN SMILES: [C:1]([C:3]1[CH:11]=[CH:10][C:6]([C:7]([OH:9])=O)=[CH:5][C:4]=1[CH3:12])#[N:2].[S:13]1[C:22]2[CH2:21][CH2:20][CH2:19][CH2:18][NH:17][C:16]=2[CH:15]=[CH:14]1>>[C:1]([C:3]1[CH:11]=[CH:10][C:6]([C:7]([N:17]2[CH2:18][CH2:19][CH2:20][CH2:21][C:22]3[S:13][CH:14]=[CH:15][C:16]2=3)=[O:9])=[CH:5][C:4]=1[CH3:12])#[N:2]. Procedure: The carboxylic acid from Example C (0.50 g, 3.10 mmol) was reacted with 5,6,7,8-tetrahydro-4H-thieno[3,2-b]azepine (0.45 g, 2.95 mmol) according to the procedure in Example 1A. The product was purified by recrystallisation from EtOAc:pet. ether; yield 0.48 g (55%). Reactants: NC(C(=O)NC1[C@@H]2N(C(=C(CS2)C(C)SC2=NN=NN2)C(=O)O)C1=O)C1=CC=CC=C1 (7-(α-aminophenylacetamido)-3-(1-methyltetrazol-5-ylthiomethyl)-3-cephem-4-carboxylic acid), ice water, N,O-bis-trimethylsilylacetamide, O=C1NC2=C(N1C(=O)Cl)C=CC=C2 (2,3-dihydro-2-oxo-1H-benzimidazol-1-ylcarbonyl chloride), suspension, Cl (hydrochloric acid). Solvent: C(C)#N (acetonitrile). Reaction conditions: time 5 minute. Product: O=C1NC2=C(N1C(=O)NC(C(=O)NC1[C@@H]3N(C(=C(CS3)C(C)SC3=NN=NN3)C(=O)O)C1=O)C1=CC=CC=C1)C=CC=C2 (7-[α-(2,3-Dihydro-2-oxo-1H-benzimidazol-1-ylcarbonylamino)phenylacetamido]-3-(1-methyltetrazol-5-ylthiomethyl)-3-cephem-4-carboxylic acid). The yield is 93.3%. As a reaction SMILES: [NH2:1][CH:2]([C:26]1[CH:31]=[CH:30][CH:29]=[CH:28][CH:27]=1)[C:3]([NH:5][CH:6]1[C:24](=[O:25])[N:8]2[C:9]([C:21]([OH:23])=[O:22])=[C:10]([CH:13]([S:15][C:16]3[NH:20][N:19]=[N:18][N:17]=3)[CH3:14])[CH2:11][S:12][C@H:7]12)=[O:4].[O:32]=[C:33]1[N:37]([C:38](Cl)=[O:39])[C:36]2[CH:41]=[CH:42][CH:43]=[CH:44][C:35]=2[NH:34]1.Cl>C(#N)C>[O:32]=[C:33]1[N:37]([C:38]([NH:1][CH:2]([C:26]2[CH:27]=[CH:28][CH:29]=[CH:30][CH:31]=2)[C:3]([NH:5][CH:6]2[C:24](=[O:25])[N:8]3[C:9]([C:21]([OH:23])=[O:22])=[C:10]([CH:13]([S:15][C:16]4[NH:20][N:19]=[N:18][N:17]=4)[CH3:14])[CH2:11][S:12][C@H:7]23)=[O:4])=[O:39])[C:36]2[CH:41]=[CH:42][CH:43]=[CH:44][C:35]=2[NH:34]1. Procedure: To 15 ml. of dry acetonitrile were added 923 mg. (2 mmoles of 7-(α-aminophenylacetamido)-3-(1-methyltetrazol-5-ylthiomethyl)-3-cephem-4-carboxylic acid and 1.62 grams (8 mmoles) of N,O-bis-trimethylsilylacetamide. Solution was complete within 5 minutes. To the mixture then were added 452 mg. (2.3 mmoles) of 2,3-dihydro-2-oxo-1H-benzimidazol-1-ylcarbonyl chloride. The temperature of the mixture rose about 4°and solution was complete within 5 minutes. After 20 minutes, a sample of the reaction mix... Starting materials: CC1=[N+](C=CN=C1C)[O-] (2,3-Dimethyl-pyrazine 1-oxide), O=P(Cl)(Cl)Cl (POCl3), [OH-].[K+] (KOH). Reaction conditions: time 2 hour. Yields the product ClC=1N=C(C(=NC1)C)C (5-chloro-2,3-dimethylpyrazine). Reaction SMILES: [CH3:1][C:2]1[C:7]([CH3:8])=[N:6][CH:5]=[CH:4][N+:3]=1[O-].[OH-].[K+].O=P(Cl)(Cl)[Cl:14]>>[Cl:14][C:5]1[N:6]=[C:7]([CH3:8])[C:2]([CH3:1])=[N:3][CH:4]=1 |f:1.2|. Procedure details: 2,3-Dimethyl-pyrazine 1-oxide (25 g, 0.2 mol) was dissolved in POCl3 (200 mL) under cooling. The mixture was gradually heated to reflux and stirred for 2 hours. After cooling, the reaction mixture was poured onto ice, basified to pH 8 with a saturated KOH solution under cooling and extracted with EtOAc. The combined organics were dried over Na2SO4 and concentrated. The residue was purified by column (P.E./EtOAc 100:1-60:1) to obtain 5-chloro-2,3-dimethylpyrazine. 1HNMR (CDCI3, 300 MHz) δ 8.31 (s... Solvent: C1(=CC=CC=C1)C (toluene). Product: ClC1=CC=C(C=C1)C1(CCC1)C1=NCCC2=CC=C(C=C12)OC (1-[1-(4-Chlorophenyl)cyclobutyl]-7-methoxy-3,4-dihydroisoquinoline). Reaction SMILES: [Cl:1][C:2]1[CH:7]=[CH:6][C:5]([C:8]2([C:12]([NH:14][CH2:15][CH2:16][C:17]3[CH:22]=[CH:21][C:20]([O:23][CH3:24])=[CH:19][CH:18]=3)=O)[CH2:11][CH2:10][CH2:9]2)=[CH:4][CH:3]=1.P(Cl)(Cl)(Cl)=O>C1(C)C=CC=CC=1>[Cl:1][C:2]1[CH:7]=[CH:6][C:5]([C:8]2([C:12]3[C:22]4[C:17](=[CH:18][CH:19]=[C:20]([O:23][CH3:24])[CH:21]=4)[CH2:16][CH2:15][N:14]=3)[CH2:11][CH2:10][CH2:9]2)=[CH:4][CH:3]=1. Starting materials: ClC1=CC=C(C=C1)C1(CCC1)C(=O)NCCC1=CC=C(C=C1)OC (1-(4-Chlorophenyl)-N-[2-(4-methoxyphenyl)ethyl]cyclobutanecarboxamide), P(=O)(Cl)(Cl)Cl (Phosphoryl trichloride). Procedure details: 1-(4-Chlorophenyl)-N-[2-(4-methoxyphenyl)ethyl]cyclobutanecarboxamide (10.58 g, 30.8 mmol) was treated with toluene (100 mL). Phosphoryl trichloride (4.72 g, 30.8 mmol) was added and the reaction mixture was heated under reflux for 8 h. After cooling to room temperature the reaction mixture was concentrated in vacuo and then slowly poured in ice water. Ethyl acetate was added and the organic layer was washed with water (2×), dried (MgSO4) and concetrated in vacuo to give an orange oil. Yield: 10...